This data is from the Open Reaction Database (ORD), a public repository of structured organic reaction records. The task is: describe an organic reaction: reactants, conditions, products, and yield Reactants: NC1=NC=CC(=C1)C (2-amino-4-picoline), BrBr (bromine). The solvent is C(C)(=O)O (acetic acid). Conditions: temperature 17.5 celsius. Product: NC1=NC=C(C(=C1)C)Br (2-Amino-5-bromo-4-methylpyridine). As a reaction SMILES: [NH2:1][C:2]1[CH:7]=[C:6]([CH3:8])[CH:5]=[CH:4][N:3]=1.[Br:9]Br>C(O)(=O)C>[NH2:1][C:2]1[CH:7]=[C:6]([CH3:8])[C:5]([Br:9])=[CH:4][N:3]=1. Procedure: To a solution of 2-amino-4-picoline (20 g, 0.185 mol) in glacial acetic acid (185 mL) was added bromine (12.5 mL, 0.243 mol) dropwise with stirring while maintaining the internal temperature between 15-20° C. by cooling in an ice bath. After the addition was completed, the reaction was stirred for 1 h. The resulting solid was filtered, washed with water, and treated with dilute aqueous sodium hydroxide. The remaining white solid was filtered, washed with water and then hexane. Recrystallization ... Reactants: N([C@@H](CCCNC(N)=N)C(=O)NCC(=O)N[C@@H](CC(O)=O)C(=O)N[C@H](CC1=CC=CC=C1)C(=O)N[C@@H](C(C)C)C(=O)N[C@@H](C)C(=O)OC)C(=O)OC(C)(C)C (BOC-Arg-Gly-Asp-D-Phe-Val-Ala-OMe), [OH-].[Na+] (sodium hydoxide). Run in CO (methanol). Reaction conditions: time 3 hour. Product: N([C@@H](CCCNC(N)=N)C(=O)NCC(=O)N[C@@H](CC(O)=O)C(=O)N[C@H](CC1=CC=CC=C1)C(=O)N[C@@H](C(C)C)C(=O)N[C@@H](C)C(=O)O)C(=O)OC(C)(C)C (BOC-Arg-Gly-Asp-D-Phe-Val-Ala-OH). As a reaction SMILES: [NH:1]([C:49]([O:51][C:52]([CH3:55])([CH3:54])[CH3:53])=[O:50])[C@H:2]([C:10]([NH:12][CH2:13][C:14]([NH:16][C@H:17]([C:22]([NH:24][C@@H:25]([C:33]([NH:35][C@H:36]([C:40]([NH:42][C@H:43]([C:45]([O:47]C)=[O:46])[CH3:44])=[O:41])[CH:37]([CH3:39])[CH3:38])=[O:34])[CH2:26][C:27]1[CH:32]=[CH:31][CH:30]=[CH:29][CH:28]=1)=[O:23])[CH2:18][C:19](=[O:21])[OH:20])=[O:15])=[O:11])[CH2:3][CH2:4][CH2:5][NH:6][C:7](=[NH:9])[NH2:8].[OH-].[Na+]>CO>[NH:1]([C:49]([O:51][C:52]([CH3:55])([CH3:53])[CH3:54])=[O:50])[C@H:2]([C:10]([NH:12][CH2:13][C:14]([NH:16][C@H:17]([C:22]([NH:24][C@@H:25]([C:33]([NH:35][C@H:36]([C:40]([NH:42][C@H:43]([C:45]([OH:47])=[O:46])[CH3:44])=[O:41])[CH:37]([CH3:39])[CH3:38])=[O:34])[CH2:26][C:27]1[CH:28]=[CH:29][CH:30]=[CH:31][CH:32]=1)=[O:23])[CH2:18][C:19](=[O:20])[OH:21])=[O:15])=[O:11])[CH2:3][CH2:4][CH2:5][NH:6][C:7](=[NH:8])[NH2:9] |f:1.2|. Procedure: 2.0 g of BOC-Arg-Gly-Asp-D-Phe-Val-Ala-OMe are dissolved in 60 ml of methanol, 1.5 ml of 2N sodium hydoxide solution are added and the mixture is stirred for 3 hours at 20°. After evaporation the residue is taken up in water, acidified to pH 3 with dilute HCl and extracted with ethyl acetate. The extract is dried over Na2SO4, evaporated again and the BOC-Arg-Gly-Asp-D-Phe-Val-Ala-OH obtained is stirred at 20° for 2 hours with 20 ml of 2N HCl in dioxane. The mixture is evaporated, the H-Arg-Gly-A... RXN SMILES: [C:1]([CH3:2])(=[O:3])[O:4][CH2:5][C:6]([CH:7]1[CH:8]([CH3:29])[CH2:9][CH:10]2[CH:11]3[CH2:12][CH:13]([Cl:28])[C:14]4=[CH:15][C:16](=[O:27])[CH:17]=[CH:18][C:19]4([CH3:20])[CH:21]3[CH:22]([OH:26])[CH2:23][C:24]12[CH3:25])=[O:30].[CH3:32][S:33]([OH:34])(=[O:35])=[O:36].[Cl-:31].[O:47]=[CH:48][N:49]([CH3:50])[CH3:51].[OH2:37].[n:38]1[c:39]([CH3:40])[cH:41][c:42]([CH3:43])[cH:44][c:45]1[CH3:46]>>[C:1]([CH3:2])(=[O:3])[O:4][CH2:5][C:6]([CH:7]1[CH:8]([CH3:29])[CH2:9][CH:10]2[CH:11]3[CH2:12][CH:13]([Cl:28])[C:14]4=[CH:15][C:16](=[O:27])[CH:17]=[CH:18][C:19]4([CH3:20])[C:21]3=[CH:22][CH2:23][C:24]12[CH3:25])=[O:30]. Starting materials: CC(=O)OCC(=O)C1C(C)CC2C3CC(Cl)C4=CC(=O)C=CC4(C)C3C(O)CC21C, CS(=O)(=O)O, [Cl-], CN(C)C=O, O, Cc1cc(C)nc(C)c1. Yields the product CC(=O)OCC(=O)C1C(C)CC2C3CC(Cl)C4=CC(=O)C=CC4(C)C3=CCC21C. Starting materials: CN(C)c1nc2ccccc2[nH]1, Cn1c(CN2CCC(C(C)(C)O)CC2)nc2c(N3CCOCC3)nc(Cl)nc21. The product is CN(C)c1nc2ccccc2n1-c1nc(N2CCOCC2)c2nc(CN3CCC(C(C)(C)O)CC3)n(C)c2n1. As a reaction SMILES: [CH3:29][N:30]([c:31]1[n:32][c:33]2[c:34]([nH:35]1)[cH:36][cH:37][cH:38][cH:39]2)[CH3:40].[Cl:1][c:2]1[n:3][c:4]([N:23]2[CH2:24][CH2:25][O:26][CH2:27][CH2:28]2)[c:5]2[n:6][c:7]([CH2:12][N:13]3[CH2:14][CH2:15][CH:16]([C:19]([CH3:20])([CH3:21])[OH:22])[CH2:17][CH2:18]3)[n:8]([CH3:11])[c:9]2[n:10]1>>[c:2]1(-[n:32]2[c:31]([N:30]([CH3:29])[CH3:40])[n:35][c:34]3[c:33]2[cH:39][cH:38][cH:37][cH:36]3)[n:3][c:4]([N:23]2[CH2:24][CH2:25][O:26][CH2:27][CH2:28]2)[c:5]2[n:6][c:7]([CH2:12][N:13]3[CH2:14][CH2:15][CH:16]([C:19]([CH3:20])([CH3:21])[OH:22])[CH2:17][CH2:18]3)[n:8]([CH3:11])[c:9]2[n:10]1. The reactants are FC1=CC=C(N)C=C1 (4-fluoroaniline), C(C)(=O)N1[C@H](C[C@@H](C2=CC(=CC=C12)F)O)C (trans-1-acetyl-6-fluoro-4-hydroxy-2-methyl-1,2,3,4-tetrahydroquinoline), FC1=CC=C(C=C1)O (4-fluorophenol). Product: C(C)(=O)N1[C@H](C[C@H](C2=CC(=CC=C12)F)OC1=CC=C(C=C1)F)C (cis-1-acetyl-4-(4-fluorophenoxy)-6-fluoro-2-methyl-1,2,3,4-tetrahydroquinoline). Isolated yield 61.0%. RXN SMILES: [F:1][C:2]1[CH:8]=[CH:7][C:5](N)=[CH:4][CH:3]=1.[C:9]([N:12]1[C:21]2[C:16](=[CH:17][C:18]([F:22])=[CH:19][CH:20]=2)[C@@H:15]([OH:23])[CH2:14][C@@H:13]1[CH3:24])(=[O:11])[CH3:10].FC1C=CC(O)=CC=1>>[C:9]([N:12]1[C:21]2[C:16](=[CH:17][C:18]([F:22])=[CH:19][CH:20]=2)[C@H:15]([O:23][C:5]2[CH:7]=[CH:8][C:2]([F:1])=[CH:3][CH:4]=2)[CH2:14][C@@H:13]1[CH3:24])(=[O:11])[CH3:10]. Procedure details: Trans-1-acetyl-6-fluoro-4-hydroxy-2-methyl-1,2,3,4-tetrahydroquinoline was obtained in the same manner as in Example 17, using 4-fluoroaniline. A compound was produced in the same manner as in Example 17, using 60 mg of trans-1-acetyl-6-fluoro-4-hydroxy-2-methyl-1,2,3,4-tetrahydroquinoline and 112 mg of 4-fluorophenol, and thus 58 mg (61%) of the title compound was obtained as a colorless oily substance. The reactants are [OH-].[Na+] (NaOH), C1(CCCC1)CC1=C(C=CC=C1)OC (1-cyclopentylmethyl-2-methoxybenzene), FC(C(=O)O)(F)F (trifluoroacetic acid), C1N2CN3CN1CN(C2)C3 (hexamine). Solvent: C(Cl)Cl (CH2Cl2). Run at temperature 100 celsius. The product is C1(CCCC1)CC=1C=C(C=O)C=CC1OC (3-cyclopentylmethyl-4-methoxybenzaldeyde). Isolated yield 55.7%. Reaction SMILES: [CH:1]1([CH2:6][C:7]2[CH:12]=[CH:11][CH:10]=[CH:9][C:8]=2[O:13][CH3:14])[CH2:5][CH2:4][CH2:3][CH2:2]1.FC(F)(F)[C:17](O)=[O:18].C1N2CN3CN(C2)CN1C3.[OH-].[Na+]>C(Cl)Cl>[CH:1]1([CH2:6][C:7]2[CH:12]=[C:11]([CH:10]=[CH:9][C:8]=2[O:13][CH3:14])[CH:17]=[O:18])[CH2:2][CH2:3][CH2:4][CH2:5]1 |f:3.4|. Procedure details: To a stirred mixture of 1-cyclopentylmethyl-2-methoxybenzene (383 mmol, 72.7 g) in trifluoroacetic acid (3.83 mol, 435 g; 294 mL) was added hexamine (766 mmol, 107 g) in one portion at room temperature, resulting in an exothermic reaction. After the exotherm had subsided, the reaction mixture was heated to 100° C. for 18 hours and cooled to room temperature. The heterogenous mixture was diluted with CH2Cl2 (800 mL) and the resulting homogenous solution was cooled to 0° C. and neutralized to pH 7...